This data is from the Open Reaction Database (ORD), a public repository of structured organic reaction records. The task is: describe an organic reaction: reactants, conditions, products, and yield The reactants are C1COCCO1, CC(C)(C)OC(=O)N1CCCC1(C)C(=O)Nc1ccc(-c2ccnc(Nc3ccc(N4CCOCC4)cc3)n2)cc1, CCOC(C)=O, CO, Cl. Yields the product CC1(C(=O)Nc2ccc(-c3ccnc(Nc4ccc(N5CCOCC5)cc4)n3)cc2)CCCN1, Cl. RXN SMILES: [CH2:43]1[O:44][CH2:45][CH2:46][O:47][CH2:48]1.[CH3:1][C:2]1([C:14]([NH:15][c:16]2[cH:17][cH:18][c:19](-[c:22]3[n:23][c:24]([NH:28][c:29]4[cH:30][cH:31][c:32]([N:35]5[CH2:36][CH2:37][O:38][CH2:39][CH2:40]5)[cH:33][cH:34]4)[n:25][cH:26][cH:27]3)[cH:20][cH:21]2)=[O:41])[N:3]([C:7]([O:8][C:9]([CH3:10])([CH3:11])[CH3:12])=[O:13])[CH2:4][CH2:5][CH2:6]1.[CH3:49][CH2:50][O:51][C:52](=[O:53])[CH3:54].[CH3:55][OH:56].[ClH:42]>>[CH3:1][C:2]1([C:14]([NH:15][c:16]2[cH:17][cH:18][c:19](-[c:22]3[n:23][c:24]([NH:28][c:29]4[cH:30][cH:31][c:32]([N:35]5[CH2:36][CH2:37][O:38][CH2:39][CH2:40]5)[cH:33][cH:34]4)[n:25][cH:26][cH:27]3)[cH:20][cH:21]2)=[O:41])[NH:3][CH2:4][CH2:5][CH2:6]1.[ClH:42]. Starting materials: [BH3-]C#N, CCCCc1ccc(C=O)c(=O)n1Cc1ccc(-c2ccccc2C#N)cc1, CC(C)N, CCO, CC(C)[O-], CC(C)[O-], CC(C)[O-], CC(C)[O-], [Na+], O, [Ti+4]. Product: CCCCc1ccc(CNC(C)C)c(=O)n1Cc1ccc(-c2ccccc2C#N)cc1. As a reaction SMILES: [C:36]([BH3-:37])#[N:38].[CH2:1]([CH2:2][CH2:3][CH3:4])[c:5]1[cH:6][cH:7][c:8]([CH:27]=[O:28])[c:9](=[O:26])[n:10]1[CH2:11][c:12]1[cH:13][cH:14][c:15](-[c:18]2[c:19]([C:24]#[N:25])[cH:20][cH:21][cH:22][cH:23]2)[cH:16][cH:17]1.[CH3:29][CH:30]([CH3:31])[NH2:32].[CH3:33][CH2:34][OH:35].[CH3:40][CH:41]([CH3:42])[O-:43].[CH3:44][CH:45]([CH3:46])[O-:47].[CH3:48][CH:49]([CH3:50])[O-:51].[CH3:52][CH:53]([CH3:54])[O-:55].[Na+:39].[OH2:57].[Ti+4:56]>>[CH2:1]([CH2:2][CH2:3][CH3:4])[c:5]1[cH:6][cH:7][c:8]([CH2:27][NH:32][CH:30]([CH3:29])[CH3:31])[c:9](=[O:26])[n:10]1[CH2:11][c:12]1[cH:13][cH:14][c:15](-[c:18]2[c:19]([C:24]#[N:25])[cH:20][cH:21][cH:22][cH:23]2)[cH:16][cH:17]1. Starting materials: C(#N)C1(CCN(CC1)C(=O)OC(C)(C)C)C1=C(C(=CC=C1)Cl)Cl (Tert-butyl 4-cyano-4-(2,3-dichlorophenyl)piperidine-1-carboxylate), [H][H] (hydrogen). The reagents and catalysts are [Ni] (Raney Nickel). Solvent: solution, N (NH3), CO (MeOH). Product: NCC1(CCN(CC1)C(=O)OC(C)(C)C)C1=C(C(=CC=C1)Cl)Cl (tert-butyl 4-(aminomethyl)-4-(2,3-dichlorophenyl)-piperidine-1-carboxylate). As a reaction SMILES: [C:1]([C:3]1([C:16]2[CH:21]=[CH:20][CH:19]=[C:18]([Cl:22])[C:17]=2[Cl:23])[CH2:8][CH2:7][N:6]([C:9]([O:11][C:12]([CH3:15])([CH3:14])[CH3:13])=[O:10])[CH2:5][CH2:4]1)#[N:2].[H][H]>N.CO.[Ni]>[NH2:2][CH2:1][C:3]1([C:16]2[CH:21]=[CH:20][CH:19]=[C:18]([Cl:22])[C:17]=2[Cl:23])[CH2:8][CH2:7][N:6]([C:9]([O:11][C:12]([CH3:15])([CH3:14])[CH3:13])=[O:10])[CH2:5][CH2:4]1. Procedure: Tert-butyl 4-cyano-4-(2,3-dichlorophenyl)piperidine-1-carboxylate (2.30 g, 6.47 mmol) was dissolved in 75 ml of a 7M solution of NH3 in MeOH. Raney Nickel (˜2 g aq. suspension) was added and the mixture shaken on a PARR apparatus under 60 psi of hydrogen for 4 days. The catalyst was removed by filtration through a layer of Celite and the crude reaction mixture concentrated. The crude product (1.90 g yellow oil) was used in the next reaction (amide bond formation) “as is”. Starting materials: S1C(=NC2=C1C=CC=C2)NC(=S)N2C=NC=C2 (1-[(2-benzothiazolyl)thiocarbamoyl]imidazole), ClC=1C=C(C=CC1)CCN (2-(3-chlorophenyl)ethylamine). Run in CN(C=O)C (N,N-dimethylformamide). Product: ClC=1C=C(C=CC1)CCNC(=S)NC=1SC2=C(N1)C=CC=C2 (N-[2-(3-chlorophenyl)ethyl]-N'-[2-benzothiazolyl]thiourea). The yield is 63.2%. As a reaction SMILES: [S:1]1[C:5]2[CH:6]=[CH:7][CH:8]=[CH:9][C:4]=2[N:3]=[C:2]1[NH:10][C:11]([N:13]1[CH:17]=[CH:16]N=C1)=[S:12].[Cl:18][C:19]1[CH:20]=[C:21](CCN)[CH:22]=[CH:23][CH:24]=1>CN(C)C=O>[Cl:18][C:19]1[CH:24]=[C:23]([CH2:16][CH2:17][NH:13][C:11]([NH:10][C:2]2[S:1][C:5]3[CH:6]=[CH:7][CH:8]=[CH:9][C:4]=3[N:3]=2)=[S:12])[CH:22]=[CH:21][CH:20]=1. Procedure details: A solution of 1-[(2-benzothiazolyl)thiocarbamoyl]imidazole (1.04 g, 4 mmol) and 2-(3-chlorophenyl)ethylamine (0.63 g, 4 retool) in N,N-dimethylformamide (15 mL) was stirred at 100° C. for 1 h, the reaction was cooled to room temperature and the solvent removed in vacuo. The residue was crystallized from ethyl acetate to provide 0.88 g (63%) of the title product: Reactants: CCO, ClCCl, [H][H], I, O=[N+]([O-])c1ccc2c(c1)N(CCN1CCCC1)CCS2, [Pd], CSC(=N)c1cccs1. The product is N=C(Nc1ccc2c(c1)N(CCN1CCCC1)CCS2)c1cccs1. Reaction SMILES: [CH3:33][CH2:34][OH:35].[Cl:36][CH2:37][Cl:38].[H:21][H:22].[IH:23].[N+:1]([O-:2])(=[O:3])[c:4]1[cH:5][c:6]2[c:7]([cH:19][cH:20]1)[S:8][CH2:9][CH2:10][N:11]2[CH2:12][CH2:13][N:14]1[CH2:15][CH2:16][CH2:17][CH2:18]1.[Pd:39].[s:24]1[c:25]([C:29](=[NH:30])[S:31][CH3:32])[cH:26][cH:27][cH:28]1>>[NH:1]([c:4]1[cH:5][c:6]2[c:7]([cH:19][cH:20]1)[S:8][CH2:9][CH2:10][N:11]2[CH2:12][CH2:13][N:14]1[CH2:15][CH2:16][CH2:17][CH2:18]1)[C:29]([c:25]1[s:24][cH:28][cH:27][cH:26]1)=[NH:30]. Starting materials: ClC1=NC=2N(C3=C1C=NC1=C3C=NN1CC)N=CC2C(=O)OCC (5-chloro-8-ethyl-8H-pyrazolo[1,5-a]pyrazolo-[4',3':5,6]pyrido[3,4-e]pyrimidine-3-carboxylic acid, ethyl ester), CN1CCNCC1 (N-methylpiperazine). The solvent is C(CCC)O (butanol). Reaction conditions: time 12 hour. Yields the product C(C)N1N=CC2=C1N=CC=1C(=NC=3N(C12)N=CC3C(=O)OCC)N3CCN(CC3)C (8-Ethyl-5-(4-methyl-1-piperazinyl)-8H-pyrazolo[1,5-a]pyrazolo-[4',3':5,6]pyrido[3,4-e]pyrimidine-3-carboxylic acid, ethyl ester). As a reaction SMILES: Cl[C:2]1[C:7]2[CH:8]=[N:9][C:10]3[N:14]([CH2:15][CH3:16])[N:13]=[CH:12][C:11]=3[C:6]=2[N:5]2[N:17]=[CH:18][C:19]([C:20]([O:22][CH2:23][CH3:24])=[O:21])=[C:4]2[N:3]=1.[CH3:25][N:26]1[CH2:31][CH2:30][NH:29][CH2:28][CH2:27]1>C(O)CCC>[CH2:15]([N:14]1[C:10]2[N:9]=[CH:8][C:7]3[C:2]([N:29]4[CH2:30][CH2:31][N:26]([CH3:25])[CH2:27][CH2:28]4)=[N:3][C:4]4[N:5]([N:17]=[CH:18][C:19]=4[C:20]([O:22][CH2:23][CH3:24])=[O:21])[C:6]=3[C:11]=2[CH:12]=[N:13]1)[CH3:16]. Reported procedure: 3.5 g of 5-chloro-8-ethyl-8H-pyrazolo[1,5-a]pyrazolo-[4',3':5,6]pyrido[3,4-e]pyrimidine-3-carboxylic acid, ethyl ester (0.01 mol) are dissolved in 20 ml of butanol. 2 g of N-methylpiperazine are added and the solution is refluxed with stirring for 12 hours. After evaporation of the solvent, the residue is extracted three times with 50 ml portions of ethyl acetate. The ethyl acetate is distilled off until the volume is about 30 ml. The 8-ethyl-5-(4-methyl-1-piperazinyl)-8H-pyrazolo[1,5a]pyrazolo[... Reactants: CN(C)c1cc(NC(=O)OC(C)(C)C)c(NC(=O)CC(=O)c2cccc(-c3cccnc3)c2)cc1C(F)(F)F, ClCCl, O=C(O)C(F)(F)F. Product: CN(C)c1cc2c(cc1C(F)(F)F)NC(=O)CC(c1cccc(-c3cccnc3)c1)=N2. As a reaction SMILES: [C:1]([O:2][C:3](=[O:4])[NH:7][c:8]1[c:9]([NH:21][C:22]([CH2:23][C:24](=[O:5])[c:25]2[cH:26][c:27](-[c:31]3[cH:32][n:33][cH:34][cH:35][cH:36]3)[cH:28][cH:29][cH:30]2)=[O:38])[cH:10][c:11]([C:17]([F:18])([F:19])[F:20])[c:12]([N:14]([CH3:15])[CH3:16])[cH:13]1)([CH3:6])([CH3:37])[CH3:39].[Cl:47][CH2:48][Cl:49].[F:40][C:41]([F:42])([F:43])[C:44]([OH:45])=[O:46]>>[N:7]1=[C:24]([c:25]2[cH:26][c:27](-[c:31]3[cH:32][n:33][cH:34][cH:35][cH:36]3)[cH:28][cH:29][cH:30]2)[CH2:23][C:22](=[O:38])[NH:21][c:9]2[c:8]1[cH:13][c:12]([N:14]([CH3:15])[CH3:16])[c:11]([C:17]([F:18])([F:19])[F:20])[cH:10]2. Starting materials: [NH4+].[OH-] (NH4OH), IC=1C=C(C(=NC1)N)[N+](=O)[O-] (5-iodo-3-nitro-2-aminopyridine), Br (HBr), CuBr, N(=O)[O-].[Na+] (Sodium nitrite). Run at time 8 hour. Yields the product IC=1C=C(C(=NC1)Br)[N+](=O)[O-] (5-iodo-3-nitro-2-bromopyridine). Isolated yield 23.0%. As a reaction SMILES: [I:1][C:2]1[CH:3]=[C:4]([N+:9]([O-:11])=[O:10])[C:5](N)=[N:6][CH:7]=1.N([O-])=O.[Na+].[NH4+].[OH-].[BrH:18]>>[I:1][C:2]1[CH:3]=[C:4]([N+:9]([O-:11])=[O:10])[C:5]([Br:18])=[N:6][CH:7]=1 |f:1.2,3.4|. Procedure details: 5-iodo-3-nitro-2-aminopyridine (5.6 g, 21.1 mmol) and concentrated HBr (60 mL) were stirred at room temperature for ten minutes. Sodium nitrite (11.7 g, 170 mmol) was then slowly added followed by CuBr (3.9 g, 27.2 mmol). Stirring continued overnight. The mixture was poured into 1:1 NH4OH:H2O, extracted with ethyl acetate, dried over sodium sulfate, then concentrated. The crude residue was purified by flash chromatography using 9:1 hexane:ethyl acetate to yield 5-iodo-3-nitro-2-bromopyridine (1.... Reactants: C(C)(C)NC(C)C (diisopropylamine), C(CCCCCCCCCC)P(OC(C)C)(OC(C)C)=O (diisopropyl undecylphosphonate), C(CCC)[Li] (n-butyllithium), C(=O)=O (dry ice). The solvent is C1CCOC1 (THF), CCOCC (ether). Reaction conditions: temperature -78 celsius, time 15 minute. Yields the product C(C)(C)OP(=O)(OC(C)C)C(C(=O)O)CCCCCCCCCC (alpha-(diisopropyl phosphono)lauric acid). Isolated yield 81.0%. As a reaction SMILES: C(NC(C)C)(C)C.C([Li])CCC.[CH2:13]([P:24](=[O:33])([O:29][CH:30]([CH3:32])[CH3:31])[O:25][CH:26]([CH3:28])[CH3:27])[CH2:14][CH2:15][CH2:16][CH2:17][CH2:18][CH2:19][CH2:20][CH2:21][CH2:22][CH3:23].[C:34](=[O:36])=[O:35]>CCOCC.C1COCC1>[CH:30]([O:29][P:24]([CH:13]([CH2:14][CH2:15][CH2:16][CH2:17][CH2:18][CH2:19][CH2:20][CH2:21][CH2:22][CH3:23])[C:34]([OH:36])=[O:35])([O:25][CH:26]([CH3:28])[CH3:27])=[O:33])([CH3:32])[CH3:31]. Reported procedure: 196 g (1.94 moles) of diisopropylamine was added to a flame-dried, 5 liter flask fitted with mechanical stirrer, condenser, thermometer and addition funnel. The flask was cooled to 0°-10° C. using a dry ice/acetone bath. 808 ml of n-butyllithium (2.4M, 1.95 moles) was slowly added, while the flask was kept at 0°-10° C. The solution was stirred for an additional 15 minutes and then chilled to -78° C. 598 g (1.84 moles) of diisopropyl undecylphosphonate was added in 1000 ml of freshly distilled TH...